Dataset: the Open Reaction Database (ORD), a public repository of structured organic reaction records. Task: describe an organic reaction: reactants, conditions, products, and yield The reactants are Cc1cc(Cl)c2[nH]ncc2n1, NCCCO, Cc1ccccc1C. Yields the product Cl, Cc1cc(NCCCO)c2[nH]ncc2n1. As a reaction SMILES: [Cl:1][c:2]1[c:3]2[c:4]([n:5][c:6]([CH3:8])[cH:7]1)[cH:9][n:10][nH:11]2.[NH2:12][CH2:13][CH2:14][CH2:15][OH:16].[c:17]1([CH3:18])[c:19]([CH3:20])[cH:21][cH:22][cH:23][cH:24]1>>[ClH:1].[c:2]1([NH:12][CH2:13][CH2:14][CH2:15][OH:16])[c:3]2[c:4]([n:5][c:6]([CH3:8])[cH:7]1)[cH:9][n:10][nH:11]2. Reactants: O=C([O-])[O-], CCC(C)=O, [K+], [K+], Cc1ccc(S(=O)(=O)OCC2CCC(O)CC2)cc1, O, O=C1CCC(c2ccc(O)cc2)CC1. The product is O=C1CCC(c2ccc(OCC3CCC(O)CC3)cc2)CC1. Reaction SMILES: [C:34](=[O:35])([O-:36])[O-:37].[CH3:40][C:41](=[O:42])[CH2:43][CH3:44].[K+:38].[K+:39].[O:15]([S:16]([c:17]1[cH:18][cH:19][c:20]([CH3:21])[cH:22][cH:23]1)(=[O:24])=[O:25])[CH2:26][CH:27]1[CH2:28][CH2:29][CH:30]([OH:33])[CH2:31][CH2:32]1.[OH2:45].[OH:1][c:2]1[cH:3][cH:4][c:5]([CH:8]2[CH2:9][CH2:10][C:11](=[O:14])[CH2:12][CH2:13]2)[cH:6][cH:7]1>>[O:1]([c:2]1[cH:3][cH:4][c:5]([CH:8]2[CH2:9][CH2:10][C:11](=[O:14])[CH2:12][CH2:13]2)[cH:6][cH:7]1)[CH2:26][CH:27]1[CH2:28][CH2:29][CH:30]([OH:33])[CH2:31][CH2:32]1. Starting materials: ice, C(C)OCC (diethyl ether), CC1=CC=C(C=C1)C=1C(=CC=CC1)C(=O)NC1=CC=C(C(=O)N(C2=C(C=CC=C2)C#CCNC(=O)N2CCN(CC2)C)C)C=C1 (4-(4′-methylbiphenyl-2-carboxamido)-N-methyl-N-[2-[3-(4-methylpiperazin-1-yl)carbonylamino-(1-propyn-1-yl)]phenyl]benzamide), [BH4-].[Na+] (sodium borohydride). Reagents/catalysts: O.O.O.O.O.O.[Ni](Cl)Cl (nickel chloride hexahydrate). Run in O1CCCC1 (tetrahydrofuran), CO (methanol). Conditions: time 1 hour. The product is CC1=CC=C(C=C1)C=1C(=CC=CC1)C(=O)NC1=CC=C(C(=O)N(C2=C(C=CC=C2)CCCNC(=O)N2CCN(CC2)C)C)C=C1 (4-(4′-methylbiphenyl-2-carboxamido)-N-methyl-N-[2-[3-(4-methylpiperazin-1-ylcarbonyl)aminoprop-1-yl]phenyl]benzamide). Isolated yield 29.8%. Reaction SMILES: [CH3:1][C:2]1[CH:7]=[CH:6][C:5]([C:8]2[C:9]([C:14]([NH:16][C:17]3[CH:45]=[CH:44][C:20]([C:21]([N:23]([CH3:43])[C:24]4[CH:29]=[CH:28][CH:27]=[CH:26][C:25]=4[C:30]#[C:31][CH2:32][NH:33][C:34]([N:36]4[CH2:41][CH2:40][N:39]([CH3:42])[CH2:38][CH2:37]4)=[O:35])=[O:22])=[CH:19][CH:18]=3)=[O:15])=[CH:10][CH:11]=[CH:12][CH:13]=2)=[CH:4][CH:3]=1.[BH4-].[Na+].C(OCC)C>O1CCCC1.CO.O.O.O.O.O.O.[Ni](Cl)Cl>[CH3:1][C:2]1[CH:7]=[CH:6][C:5]([C:8]2[C:9]([C:14]([NH:16][C:17]3[CH:45]=[CH:44][C:20]([C:21]([N:23]([CH3:43])[C:24]4[CH:29]=[CH:28][CH:27]=[CH:26][C:25]=4[CH2:30][CH2:31][CH2:32][NH:33][C:34]([N:36]4[CH2:37][CH2:38][N:39]([CH3:42])[CH2:40][CH2:41]4)=[O:35])=[O:22])=[CH:19][CH:18]=3)=[O:15])=[CH:10][CH:11]=[CH:12][CH:13]=2)=[CH:4][CH:3]=1 |f:1.2,6.7.8.9.10.11.12|. Procedure: To an ice cooled mixture of 4-(4′-methylbiphenyl-2-carboxamido)-N-methyl-N-[2-[3-(4-methylpiperazin-1-yl)carbonylamino-(1-propyn-1-yl)]phenyl]benzamide (250 mg) and nickel chloride hexahydrate (297 mg) in a mixture of tetrahydrofuran (5 ml) and methanol (5 ml) was added sodium borohydride in small portions and the mixture was stirred at the same temperature for 1 hour. The mixture was filtered through bed of Celite and the filtrate was evaporated in vacuo. The residue was dissolved in chloroform... Reactants: [N+](=O)([O-])C1=CC=C(C(=O)O[C@](CC)(C(F)(F)F)C=2N=NN(C2)CC2=CC=C3C(=CC(=NC3=C2)C#N)Cl)C=C1 ((S)-1-{1-[(4-chloro-2-cyanoquinolin-7-yl)methyl]-1H-1,2,3-triazol-4-yl}-1-(trifluoromethyl)propyl 4-nitrobenzoate), C(CCC)[Sn](C(=C)OCC)(CCCC)CCCC (tributyl (1-ethoxyvinyl)tin), [Cl-].[Li+] (lithium chloride). The reagents and catalysts are C=1C=CC(=CC1)[P](C=2C=CC=CC2)(C=3C=CC=CC3)[Pd]([P](C=4C=CC=CC4)(C=5C=CC=CC5)C=6C=CC=CC6)([P](C=7C=CC=CC7)(C=8C=CC=CC8)C=9C=CC=CC9)[P](C=1C=CC=CC1)(C=1C=CC=CC1)C=1C=CC=CC1 (Pd(PPh3)4). Solvent: O1CCOCC1 (dioxane), C(C)(=O)OCC (ethyl acetate). Reaction conditions: temperature 100 celsius, time 8 hour. Yields the product [N+](=O)([O-])C1=CC=C(C(=O)O[C@](CC)(C(F)(F)F)C=2N=NN(C2)CC2=CC=C3C(=CC(=NC3=C2)C#N)C(=C)OCC)C=C1 ((S)-1-(1-{[2-cyano-4-(1-ethoxyvinyl)quinolin-7-yl]methyl}-1H-1,2,3-triazol-4-yl)-1-(trifluoromethyl)propyl 4-nitrobenzoate). Reaction SMILES: [N+:1]([C:4]1[CH:38]=[CH:37][C:7]([C:8]([O:10][C@@:11]([C:18]2[N:19]=[N:20][N:21]([CH2:23][C:24]3[CH:33]=[C:32]4[C:27]([C:28](Cl)=[CH:29][C:30]([C:34]#[N:35])=[N:31]4)=[CH:26][CH:25]=3)[CH:22]=2)([C:14]([F:17])([F:16])[F:15])[CH2:12][CH3:13])=[O:9])=[CH:6][CH:5]=1)([O-:3])=[O:2].C([Sn](CCCC)(CCCC)[C:44]([O:46][CH2:47][CH3:48])=[CH2:45])CCC.[Cl-].[Li+]>O1CCOCC1.C(OCC)(=O)C.C1C=CC([P]([Pd]([P](C2C=CC=CC=2)(C2C=CC=CC=2)C2C=CC=CC=2)([P](C2C=CC=CC=2)(C2C=CC=CC=2)C2C=CC=CC=2)[P](C2C=CC=CC=2)(C2C=CC=CC=2)C2C=CC=CC=2)(C2C=CC=CC=2)C2C=CC=CC=2)=CC=1>[N+:1]([C:4]1[CH:38]=[CH:37][C:7]([C:8]([O:10][C@@:11]([C:18]2[N:19]=[N:20][N:21]([CH2:23][C:24]3[CH:33]=[C:32]4[C:27]([C:28]([C:44]([O:46][CH2:47][CH3:48])=[CH2:45])=[CH:29][C:30]([C:34]#[N:35])=[N:31]4)=[CH:26][CH:25]=3)[CH:22]=2)([C:14]([F:17])([F:16])[F:15])[CH2:12][CH3:13])=[O:9])=[CH:6][CH:5]=1)([O-:3])=[O:2] |f:2.3,^1:74,76,95,114|. Procedure details: To a solution of (S)-1-{1-[(4-chloro-2-cyanoquinolin-7-yl)methyl]-1H-1,2,3-triazol-4-yl}-1-(trifluoromethyl)propyl 4-nitrobenzoate (900 mg, 1.65 mmol), tributyl (1-ethoxyvinyl)tin (0.6 ml, 1.73 mmol) in dioxane (6 mL) was added lithium chloride (210 mg, 4.96 mmol) and Pd(PPh3)4 (95 mg, 0.083 mmol). The reaction mixture was stirred at 100° C. overnight then cooled to room temperature. The solution was then diluted with ethyl acetate, washed with sat. sol. of ammonium chloride, brine and dried ove... The reactants are C(C)(=O)OCC (ethyl acetate), C(=O)([O-])C(O)C(O)C(=O)[O-].[Na+].[K+] (potassium sodium tartrate), C(#N)C=1C=C2CC(C(C2=CC1)OCOC)CCC(C)N(CCC)CCC (5-cyano-2-(3-dipropylaminobutyl)-1-methoxymethoxy-indane), [H-].[Al+3].[Li+].[H-].[H-].[H-] (lithium aluminum hydride). The solvent is CO (methanol), C1CCOC1 (THF). Reaction conditions: time 24 hour. The product is NCC=1C=C2CC(C(C2=CC1)OCOC)CCC(C)N(CCC)CCC (5-aminomethyl-2-(3-dipropylaminobutyl)-1-methoxymethoxy-indane). Yield: 42.9%. RXN SMILES: [C:1]([C:3]1[CH:4]=[C:5]2[C:9](=[CH:10][CH:11]=1)[CH:8]([O:12][CH2:13][O:14][CH3:15])[CH:7]([CH2:16][CH2:17][CH:18]([N:20]([CH2:24][CH2:25][CH3:26])[CH2:21][CH2:22][CH3:23])[CH3:19])[CH2:6]2)#[N:2].[H-].[Al+3].[Li+].[H-].[H-].[H-].C(OCC)(=O)C.C(C(C(C([O-])=O)O)O)([O-])=O.[Na+].[K+]>C1COCC1.CO>[NH2:2][CH2:1][C:3]1[CH:4]=[C:5]2[C:9](=[CH:10][CH:11]=1)[CH:8]([O:12][CH2:13][O:14][CH3:15])[CH:7]([CH2:16][CH2:17][CH:18]([N:20]([CH2:24][CH2:25][CH3:26])[CH2:21][CH2:22][CH3:23])[CH3:19])[CH2:6]2 |f:1.2.3.4.5.6,8.9.10|. Reported procedure: The compound (436.8 mg) obtained in Example 127-9 was dissolved in THF (21.8 ml) and added with lithium aluminum hydride (138.7 mg), followed by stirring at room temperature for 24 hours. The reaction solution was added with ethyl acetate, methanol, and a 10% aqueous potassium sodium tartrate solution, and stirred for 1 hour, followed by separation/extraction with chloroform. The extract was washed with saturated saline solution and dried with anhydrous sodium sulfate, followed by concentration ...